Dataset: the Open Reaction Database (ORD), a public repository of structured organic reaction records. Task: describe an organic reaction: reactants, conditions, products, and yield The reactants are solid, ClC1=C2N=CN(C2=NC=N1)C1OCCCC1 (6-chloro-9-(tetrahydropyran-2-yl)-9H-purine), CCN(C(C)C)C(C)C (DIPEA), C(C)(C)(C)OC(N[C@@H](C)C(NC1=C(C=C(C=C1)F)NC1=NC=NC=C1)=O)=O ({(S)-1-[4-Fluoro-2-(pyrimidin-4-ylamino)phenylcarbamoyl]ethyl}carbamic acid tert-butyl ester), Cl (HCl). Solvent: CCOC(=O)C (EtOAc), CC(C)O (IPA), O1CCOCC1 (dioxane). The product is FC1=CC(=C(C=C1)NC([C@H](C)NC1=C2N=CN(C2=NC=N1)C1OCCCC1)=O)NC1=NC=NC=C1 ((S)—N-[4-Fluoro-2-(pyrimidin-4-ylamino)phenyl]-2-[9-(tetrahydropyran-2-yl)-9H-purin-6-ylamino]propionamide). The yield is 42.9%. Reaction SMILES: C(O[C:6](=O)[NH:7][C@H:8]([C:10](=[O:26])[NH:11][C:12]1[CH:17]=[CH:16][C:15]([F:18])=[CH:14][C:13]=1[NH:19][C:20]1[CH:25]=[CH:24][N:23]=[CH:22][N:21]=1)[CH3:9])(C)(C)C.Cl.ClC1[N:38]=[CH:37][N:36]=[C:35]2[C:31]=1[N:32]=[CH:33][N:34]2[CH:39]1[CH2:44][CH2:43][CH2:42][CH2:41][O:40]1.CCN(C(C)C)C(C)C>O1CCOCC1.CC(O)C.CCOC(C)=O>[F:18][C:15]1[CH:16]=[CH:17][C:12]([NH:11][C:10](=[O:26])[C@@H:8]([NH:7][C:6]2[N:38]=[CH:37][N:36]=[C:35]3[C:31]=2[N:32]=[CH:33][N:34]3[CH:39]2[CH2:44][CH2:43][CH2:42][CH2:41][O:40]2)[CH3:9])=[C:13]([NH:19][C:20]2[CH:25]=[CH:24][N:23]=[CH:22][N:21]=2)[CH:14]=1. Procedure: {(S)-1-[4-Fluoro-2-(pyrimidin-4-ylamino)phenylcarbamoyl]ethyl}carbamic acid tert-butyl ester (0.27 g, 0.72 mmol) was treated with 4M HCl in dioxane (10 mL) for 45 min at 20° C. The solvent was removed by evaporation under reduced pressure to give a solid, (0.29 g). 0.145 g of this solid was treated in a sealed tube with 6-chloro-9-(tetrahydropyran-2-yl)-9H-purine (103 mg, 0.43 mmol) and DIPEA (0.25 mL), 1.44 mmol) in IPA (1.5 mL) at 80° C. under argon for 16 h. The reaction mixture was diluted w...